Dataset: the Open Reaction Database (ORD), a public repository of structured organic reaction records. Task: describe an organic reaction: reactants, conditions, products, and yield Starting materials: COC(=O)C1=C(C)NC(C)=C(C(=O)OC)C1c1ccccc1[N+](=O)[O-], ClC(Cl)Cl, c1ccncc1. The product is COC(=O)C1=C(C)NC2=C(C(=O)OC2)C1c1ccccc1[N+](=O)[O-]. As a reaction SMILES: [CH3:1][O:2][C:3](=[O:4])[C:5]1=[C:6]([CH3:7])[NH:8][C:9]([CH3:10])=[C:11]([C:22](=[O:23])[O:24][CH3:25])[CH:12]1[c:13]1[cH:14][cH:15][cH:16][cH:17][c:18]1[N+:19]([O-:20])=[O:21].[CH:32]([Cl:33])([Cl:34])[Cl:35].[cH:26]1[cH:27][cH:28][n:29][cH:30][cH:31]1>>[CH3:1][O:2][C:3](=[O:4])[C:5]1=[C:6]([CH3:7])[NH:8][C:9]2=[C:11]([CH:12]1[c:13]1[cH:14][cH:15][cH:16][cH:17][c:18]1[N+:19]([O-:20])=[O:21])[C:22](=[O:23])[O:24][CH2:10]2. Reactants: C(C)(C)(C)OC(=O)N[C@H](C(=O)OCC1=CC=CC=C1)CC1=CC2=CC=CC=C2C=C1 (benzyl (2S)-2-[N-(tert-butoxycarbonyl)amino]-3-(2-naphthyl)propionate), [H-].[Na+] (sodium hydride), C(C1=CC=CC=C1)Br (benzyl bromide), ice water, C(C1=CC=CC=C1)Br (Benzyl bromide). Run in CN(C=O)C (dimethylformamide), CN(C=O)C (dimethylformamide). Run at time 30 minute. The product is C(C)(C)(C)OC(=O)N(CC1=CC=CC=C1)[C@H](C(=O)OCC1=CC=CC=C1)CC1=CC2=CC=CC=C2C=C1 (benzyl (2S)-2-[N-(tert-butoxycarbonyl)-N-benzylamino]-3-(2-naphthyl)propionate). Reaction SMILES: [C:1]([O:5][C:6]([NH:8][C@@H:9]([CH2:20][C:21]1[CH:30]=[CH:29][C:28]2[C:23](=[CH:24][CH:25]=[CH:26][CH:27]=2)[CH:22]=1)[C:10]([O:12][CH2:13][C:14]1[CH:19]=[CH:18][CH:17]=[CH:16][CH:15]=1)=[O:11])=[O:7])([CH3:4])([CH3:3])[CH3:2].[H-].[Na+].[CH2:33](Br)[C:34]1[CH:39]=[CH:38][CH:37]=[CH:36][CH:35]=1>CN(C)C=O>[C:1]([O:5][C:6]([N:8]([C@@H:9]([CH2:20][C:21]1[CH:30]=[CH:29][C:28]2[C:23](=[CH:24][CH:25]=[CH:26][CH:27]=2)[CH:22]=1)[C:10]([O:12][CH2:13][C:14]1[CH:19]=[CH:18][CH:17]=[CH:16][CH:15]=1)=[O:11])[CH2:33][C:34]1[CH:39]=[CH:38][CH:37]=[CH:36][CH:35]=1)=[O:7])([CH3:4])([CH3:2])[CH3:3] |f:1.2|. Reported procedure: A solution of benzyl (2S)-2-[N-(tert-butoxycarbonyl)amino]-3-(2-naphthyl)propionate (5.0 g) in dimethylformamide (50 ml) was added dropwise to a stirred mixture of 60% sodium hydride (0.6 g) and dimethylformamide (50 ml) at ice-bath temperature. After the addition was completed, the reaction mixture was stirred at the same temperature for 30 minutes. Benzyl bromide (1.76 ml) was added and then the whole mixture was stirred for 3.5 hours. Additional benzyl bromide (0.4 ml) was added and then stir...